From a dataset of the Open Reaction Database (ORD), a public repository of structured organic reaction records. describe an organic reaction: reactants, conditions, products, and yield Product: ClC1=NC=CC=C1N(C(C1=CC=CC=C1)=O)C (N-(2-chloro-pyridin-3-yl)-N-methyl-benzamide). RXN SMILES: [Cl:1][C:2]1[C:7]([NH:8][C:9](=[O:16])[C:10]2[CH:15]=[CH:14][CH:13]=[CH:12][CH:11]=2)=[CH:6][CH:5]=[CH:4][N:3]=1.[C:17](=O)([O-])[O-].[K+].[K+].CI>C(O)C>[Cl:1][C:2]1[C:7]([N:8]([CH3:17])[C:9](=[O:16])[C:10]2[CH:11]=[CH:12][CH:13]=[CH:14][CH:15]=2)=[CH:6][CH:5]=[CH:4][N:3]=1 |f:1.2.3|. Starting materials: ClC1=NC=CC=C1NC(C1=CC=CC=C1)=O (N-(2-chloro-pyridin-3-yl)-benzamide), C([O-])([O-])=O.[K+].[K+] (potassium carbonate), CI (methyl iodide). Run in C(C)O (ethanol). Procedure details: 4.6 g N-(2-chloro-pyridin-3-yl)-benzamide (20 mmol), 8.2 g potassium carbonate (K2CO3) (60 mmol), and 50 mL ethanol were added and stirred in a round-bottomed flask. 4.2 g methyl iodide (MeI) (30 mmol) was then added and reacted for 24 hr. After cooling to room temperature, the reaction was quenched by water. After extraction three times by ethyl acetate, removal of water by magnesium sulphate (MgSO4), concentration, and purification by column, 4.18 g white solid was obtained, with a yield of 85... Yield: 84.7%. The reactants are [H][H] (hydrogen), CC1=C(N(C2=CC=CC=C12)C1=CC=CC=C1)CC#N (3-methyl-1-phenyl-2-indole acetonitrile), N (ammonia). The reagents and catalysts are [Ni] (Raney nickel). Solvent: C(CC)O (n-propanol). Product: NCCC1N(C2=CC=CC=C2C1C)C1=CC=CC=C1 (2-aminoethyl-3-methyl-1-phenylindoline). Reaction SMILES: [CH3:1][C:2]1[C:10]2[C:5](=[CH:6][CH:7]=[CH:8][CH:9]=2)[N:4]([C:11]2[CH:16]=[CH:15][CH:14]=[CH:13][CH:12]=2)[C:3]=1[CH2:17][C:18]#[N:19].N.[H][H]>C(O)CC.[Ni]>[NH2:19][CH2:18][CH2:17][CH:3]1[CH:2]([CH3:1])[C:10]2[C:5](=[CH:6][CH:7]=[CH:8][CH:9]=2)[N:4]1[C:11]1[CH:16]=[CH:15][CH:14]=[CH:13][CH:12]=1. Procedure: To a solution of 83 g of 3-methyl-1-phenyl-2-indole acetonitrile in 340 ml of n-propanol there are added 100 ml of concentrated aqueous ammonia and two spoons of Raney nickel. The mixture is hydrogenated at 60° and normal pressure. After the hydrogen take-up is complete, filtration is effected and the filtrate is made slightly acid with glacial acetic acid under cooling. After the addition of water, washing with diethyl ether is effected and the aqueous phase is made alkaline with dilute ammonia...